Dataset: the Open Reaction Database (ORD), a public repository of structured organic reaction records. Task: describe an organic reaction: reactants, conditions, products, and yield The reactants are CO, O=C(OCCCOc1c(Cl)cc(OCC=C(Cl)Cl)cc1Cl)c1ccccc1, [K+], [OH-]. Product: OCCCOc1c(Cl)cc(OCC=C(Cl)Cl)cc1Cl. RXN SMILES: [CH3:30][OH:31].[Cl:1][c:2]1[cH:3][c:4]([O:22][CH2:23][CH:24]=[C:25]([Cl:26])[Cl:27])[cH:5][c:6]([Cl:21])[c:7]1[O:8][CH2:9][CH2:10][CH2:11][O:12][C:13](=[O:14])[c:15]1[cH:16][cH:17][cH:18][cH:19][cH:20]1.[K+:29].[OH-:28]>>[Cl:1][c:2]1[cH:3][c:4]([O:22][CH2:23][CH:24]=[C:25]([Cl:26])[Cl:27])[cH:5][c:6]([Cl:21])[c:7]1[O:8][CH2:9][CH2:10][CH2:11][OH:12].